From a dataset of the Open Reaction Database (ORD), a public repository of structured organic reaction records. describe an organic reaction: reactants, conditions, products, and yield The reactants are [N+](=O)([O-])C1=CC=C(C=N1)OC1=CC(=NC=C1)NC(C)=O (N-(4-((6-nitropyridin-3-yl)oxy)pyridin-2-yl)acetamide), [NH4+].[Cl-] (NH4Cl). The reagents and catalysts are [Zn] (zinc). Run in CO (MeOH). Reaction conditions: time 1 hour. The product is NC1=CC=C(C=N1)OC1=CC(=NC=C1)NC(C)=O (N-(4-((6-aminopyridin-3-yl)oxy)pyridin-2-yl)acetamide). The yield is 56.9%. RXN SMILES: [N+:1]([C:4]1[N:9]=[CH:8][C:7]([O:10][C:11]2[CH:16]=[CH:15][N:14]=[C:13]([NH:17][C:18](=[O:20])[CH3:19])[CH:12]=2)=[CH:6][CH:5]=1)([O-])=O.[NH4+].[Cl-]>CO.[Zn]>[NH2:1][C:4]1[N:9]=[CH:8][C:7]([O:10][C:11]2[CH:16]=[CH:15][N:14]=[C:13]([NH:17][C:18](=[O:20])[CH3:19])[CH:12]=2)=[CH:6][CH:5]=1 |f:1.2|. Procedure: A solution of N-(4-((6-nitropyridin-3-yl)oxy)pyridin-2-yl)acetamide (1.48 g, 5.40 mmol) and NH4Cl (7.22 g, 135 mmol) in MeOH (25 mL) was treated with zinc (2.82 g, 43.2 mmol) and stirred at RT for 1 h. The solids were removed via filtration through diatomaceous earth, washed with MeOH and the filtrate concentrated to near-dryness. The residue was treated with water, extracted with EtOAc (2×) and the combined organics were washed with brined, dried over Na2SO4 and concentrated to dryness. The mat... Reactants: [NH2-].[Na+] (sodium amide), NC1=NC=C(C(=C1)C)F (2-amino-5-fluoro-4-picoline), N([N+](=O)[O-])C1=NC=C(C(=C1)C)F (2-nitramino-5-fluoro-4-picoline). The product is NC1=NC=C(C(=C1O)C)F (2-amino-5-fluoro-4-methyl-3-pyridinol). RXN SMILES: [NH2-].[Na+].[NH2:3][C:4]1[CH:9]=[C:8]([CH3:10])[C:7]([F:11])=[CH:6][N:5]=1.N(C1C=C(C)C(F)=CN=1)[N+]([O-])=[O:14]>>[NH2:3][C:4]1[C:9]([OH:14])=[C:8]([CH3:10])[C:7]([F:11])=[CH:6][N:5]=1 |f:0.1|. Reported procedure: When 3-amino-4-picoline is subjected to diazotization in fluoboric acid as in Example I-1, there is obtained 3-fluoro-4-picoline. Treatment of the latter intermediate with sodium amide as in Example I-1, gives 2-amino-5-fluoro-4-picoline. Following the procedure of Example I-15, but substituting 2-nitramino-5-fluoro-4-picoline, there is obtained 2-amino-5-fluoro-4-methyl-3-pyridinol. Starting materials: aqueous solution, [OH-].[Na+] (sodium hydroxide), N(=NC(=O)OC(C)C)C(=O)OC(C)C (diisopropyl azodicarboxylate), C(C)(C)(C)OC(=O)N1[C@H](C[C@H](C1)O)[C@@H]1[C@@H](N(C(O1)(C)C)C(C)=O)CC1=CC(=CC(=C1)F)F ((2R,4R)-2-[(4S,5S)-3-acetyl-4-(3,5-difluorobenzyl)-2,2-dimethyloxazolidin-5-yl]-4-hydroxypyrrolidine-1-carboxylic acid tert-butyl ester), C(C)(=O)O (acetic acid), C[Si](CCOC(C1=CC=C(C=C1)P(C1=CC=CC=C1)C1=CC=CC=C1)=O)(C)C (4-diphenylphosphanyl-benzoic acid 2-trimethylsilanyl-ethyl ester), solution, [F-].C(CCC)[N+](CCCC)(CCCC)CCCC (tetrabutylammonium fluoride). Run in O1CCCC1 (tetrahydrofuran), O1CCCC1 (tetrahydrofuran), C(C)(=O)OCC (ethyl acetate), O (water). Reaction conditions: time 90 minute. Yields the product C(C)(C)(C)OC(=O)N1[C@H](C[C@@H](C1)O)[C@@H]1[C@@H](N(C(O1)(C)C)C(C)=O)CC1=CC(=CC(=C1)F)F ((2R,4S)-2-[(4S,5S)-3-Acetyl-4-(3,5-difluoro-benzyl)-2,2-dimethyl-oxazolidin-5-yl]-4-hydroxy-pyrrolidine-1-carboxylic acid tert-butyl ester). Yield: 94.1%. As a reaction SMILES: N(C(OC(C)C)=O)=NC(OC(C)C)=O.[C:15]([O:19][C:20]([N:22]1[CH2:26][C@H:25]([OH:27])[CH2:24][C@@H:23]1[C@H:28]1[O:32][C:31]([CH3:34])([CH3:33])[N:30]([C:35](=[O:37])[CH3:36])[C@H:29]1[CH2:38][C:39]1[CH:44]=[C:43]([F:45])[CH:42]=[C:41]([F:46])[CH:40]=1)=[O:21])([CH3:18])([CH3:17])[CH3:16].C(O)(=O)C.C[Si](C)(C)CCOC(=O)C1C=CC(P(C2C=CC=CC=2)C2C=CC=CC=2)=CC=1.[F-].C([N+](CCCC)(CCCC)CCCC)CCC.[OH-].[Na+]>O1CCCC1.C(OCC)(=O)C.O>[C:15]([O:19][C:20]([N:22]1[CH2:26][C@@H:25]([OH:27])[CH2:24][C@@H:23]1[C@H:28]1[O:32][C:31]([CH3:33])([CH3:34])[N:30]([C:35](=[O:37])[CH3:36])[C@H:29]1[CH2:38][C:39]1[CH:40]=[C:41]([F:46])[CH:42]=[C:43]([F:45])[CH:44]=1)=[O:21])([CH3:16])([CH3:17])[CH3:18] |f:4.5,6.7|. Procedure details: Add dropwise diisopropyl azodicarboxylate (0.20 mL, 1.04 mmol) to a solution of (2R,4R)-2-[(4S,5S)-3-acetyl-4-(3,5-difluorobenzyl)-2,2-dimethyloxazolidin-5-yl]-4-hydroxypyrrolidine-1-carboxylic acid tert-butyl ester (0.314 g, 0.69 mmol), acetic acid (0.06 mL, 1.04 mmol) and 4-diphenylphosphanyl-benzoic acid 2-trimethylsilanyl-ethyl ester (0.42 g, 1.04 mmol, prepared according to Synlett 2003 (4) p 473-476) in tetrahydrofuran (3 mL). Stir solution 18 hours, then add a 1M solution of tetrabutylamm... Starting materials: N1=CC=CC=C1 (pyridine), OCCCCC1C=CCC1 (3-(4-Hydroxybut-1-yl)cyclopentene), CS(=O)(=O)Cl (methanesulfonyl chloride). Run in CN(C=O)C (dimethylformamide). Yields the product ClCCCCC1C=CCC1 (3-(4-chlorobutyl)cyclopentene). RXN SMILES: O[CH2:2][CH2:3][CH2:4][CH2:5][CH:6]1[CH2:10][CH2:9][CH:8]=[CH:7]1.N1C=CC=CC=1.CS([Cl:21])(=O)=O>CN(C)C=O>[Cl:21][CH2:2][CH2:3][CH2:4][CH2:5][CH:6]1[CH2:10][CH2:9][CH:8]=[CH:7]1. Procedure details: 3-(4-Hydroxybut-1-yl)cyclopentene {2-cyclopentene-1-butanol} (51 g, 0.37 moles) is diluted in dimethylformamide (100 ml) and added to pyridine (38 g, 0.40 moles). The solution is stirred and methanesulfonyl chloride (46 g, 0.40 moles) is added dropwise over 10 minutes. The reaction is partitioned between hexane (500 ml) and the organic phase separated. The aqueous layer is extracted with hexane (2×500 ml) and the organic extracts combined. The solvent volume is reduced under vacuum and the resid... The reactants are Cn1c(=O)[nH]c(=O)c2c1ncn2Cc1ccc(C(=O)c2ccc(Cl)cc2)cc1, FCBr, [H-], [Na+], CN(C)C=O, O. Yields the product Cn1c(=O)n(CF)c(=O)c2c1ncn2Cc1ccc(C(=O)c2ccc(Cl)cc2)cc1. Reaction SMILES: [CH3:1][n:2]1[c:3](=[O:28])[nH:4][c:5](=[O:27])[c:6]2[n:7]([CH2:11][c:12]3[cH:13][cH:14][c:15]([C:18]([c:19]4[cH:20][cH:21][c:22]([Cl:25])[cH:23][cH:24]4)=[O:26])[cH:16][cH:17]3)[cH:8][n:9][c:10]12.[F:31][CH2:32][Br:33].[H-:29].[Na+:30].[O:34]=[CH:35][N:36]([CH3:37])[CH3:38].[OH2:39]>>[CH3:1][n:2]1[c:3](=[O:28])[n:4]([CH2:32][F:31])[c:5](=[O:27])[c:6]2[n:7]([CH2:11][c:12]3[cH:13][cH:14][c:15]([C:18]([c:19]4[cH:20][cH:21][c:22]([Cl:25])[cH:23][cH:24]4)=[O:26])[cH:16][cH:17]3)[cH:8][n:9][c:10]12. Starting materials: O=C([O-])[O-], COC(=O)Cc1ccc(CBr)cc1, CC#N, CNc1ccc(OCc2c(C(C)C)cnn2-c2c(Cl)cccc2Cl)cc1C, [Cs+], [Cs+]. Yields the product COC(=O)Cc1ccc(CN(C)c2ccc(OCc3c(C(C)C)cnn3-c3c(Cl)cccc3Cl)cc2C)cc1. As a reaction SMILES: [C:41](=[O:42])([O-:43])[O-:44].[CH3:28][O:29][C:30]([CH2:31][c:32]1[cH:33][cH:34][c:35]([CH2:38][Br:39])[cH:36][cH:37]1)=[O:40].[CH3:47][C:48]#[N:49].[Cl:1][c:2]1[c:3](-[n:9]2[n:10][cH:11][c:12]([CH:25]([CH3:26])[CH3:27])[c:13]2[CH2:14][O:15][c:16]2[cH:17][c:18]([CH3:24])[c:19]([NH:22][CH3:23])[cH:20][cH:21]2)[c:4]([Cl:8])[cH:5][cH:6][cH:7]1.[Cs+:45].[Cs+:46]>>[Cl:1][c:2]1[c:3](-[n:9]2[n:10][cH:11][c:12]([CH:25]([CH3:26])[CH3:27])[c:13]2[CH2:14][O:15][c:16]2[cH:17][c:18]([CH3:24])[c:19]([N:22]([CH3:23])[CH2:38][c:35]3[cH:34][cH:33][c:32]([CH2:31][C:30]([O:29][CH3:28])=[O:40])[cH:37][cH:36]3)[cH:20][cH:21]2)[c:4]([Cl:8])[cH:5][cH:6][cH:7]1.